This data is from the Open Reaction Database (ORD), a public repository of structured organic reaction records. The task is: describe an organic reaction: reactants, conditions, products, and yield Reactants: CCS(=O)(=O)Cl, C[Si](C)(C)CCOCn1ccc2c(-c3cnn(C4(CC#N)CNC4)c3)ncnc21, CCN(C(C)C)C(C)C, Cl, C1CCOC1. Product: CCS(=O)(=O)N1CC(CC#N)(n2cc(-c3ncnc4c3ccn4COCC[Si](C)(C)C)cn2)C1. RXN SMILES: [CH2:39]([CH3:40])[S:41](=[O:42])(=[O:43])[Cl:44].[CH3:1][Si:2]([CH2:3][CH2:4][O:5][CH2:6][n:7]1[cH:8][cH:9][c:10]2[c:11]1[n:12][cH:13][n:14][c:15]2-[c:16]1[cH:17][n:18][n:19]([C:21]2([CH2:25][C:26]#[N:27])[CH2:22][NH:23][CH2:24]2)[cH:20]1)([CH3:28])[CH3:29].[CH:30]([N:31]([CH2:32][CH3:33])[CH:34]([CH3:35])[CH3:36])([CH3:37])[CH3:38].[ClH:45].[O:46]1[CH2:47][CH2:48][CH2:49][CH2:50]1>>[CH3:1][Si:2]([CH2:3][CH2:4][O:5][CH2:6][n:7]1[cH:8][cH:9][c:10]2[c:11]1[n:12][cH:13][n:14][c:15]2-[c:16]1[cH:17][n:18][n:19]([C:21]2([CH2:25][C:26]#[N:27])[CH2:22][N:23]([S:41]([CH2:39][CH3:40])(=[O:42])=[O:43])[CH2:24]2)[cH:20]1)([CH3:28])[CH3:29]. The reactants are [N+](=O)([O-])C1=CC=C(N)C=C1 (PNA), C1(CCC(=O)O1)=O (SA), [N+](=O)([O-])C1=CC=C(N)C=C1 (p-Nitroaniline), C1(CCC(=O)O1)=O (succinic anhydride). Reagents/catalysts: N1=C(C=CC=C1C)C (2,6-lutidine). Run in C(C)(=O)OCC (ethyl acetate). Yields the product crude product, [N+](=O)([O-])C1=CC=C(NC(CCC(=O)O)=O)C=C1 (p-nitrosuccinanilic acid). As a reaction SMILES: [N+:1]([C:4]1[CH:10]=[CH:9][C:7]([NH2:8])=[CH:6][CH:5]=1)([O-:3])=[O:2].[C:11]1(=[O:17])[O:16][C:14](=[O:15])[CH2:13][CH2:12]1>C(OCC)(=O)C.N1C(C)=CC=CC=1C>[N+:1]([C:4]1[CH:10]=[CH:9][C:7]([NH:8][C:11](=[O:17])[CH2:12][CH2:13][C:14]([OH:16])=[O:15])=[CH:6][CH:5]=1)([O-:3])=[O:2]. Procedure details: p-Nitroaniline (PNA) (0.1 g, 0.724 mmol) and succinic anhydride (SA) (0.29 g, 2.898 mmol) were dissolved in ethyl acetate (EtOAc) (4 mL). Slight warming was required to dissolve both PNA and SA. The reaction was started by adding 2 drops of 2,6-lutidine. The reaction was held at a temperature of 70° C. overnight (19 hrs). The reaction vessel was placed in the refrigerator and the cold EtOAc was decanted from the solid reaction products. The reaction products were then rinsed with cold EtOAc (1 m... Reactants: O=C([O-])[O-], CC(=O)Oc1cccc(O)c1C, CI, Cc1ccccc1, CC#N, [K+], [K+], O. Product: COc1cccc(OC(C)=O)c1C. As a reaction SMILES: [C:13](=[O:14])([O-:15])[O-:16].[C:1]([CH3:2])(=[O:3])[O:4][c:5]1[c:6]([CH3:12])[c:7]([OH:11])[cH:8][cH:9][cH:10]1.[CH3:19][I:20].[CH3:21][c:22]1[cH:23][cH:24][cH:25][cH:26][cH:27]1.[CH3:28][C:29]#[N:30].[K+:17].[K+:18].[OH2:31]>>[C:1]([CH3:2])(=[O:3])[O:4][c:5]1[c:6]([CH3:12])[c:7]([O:11][CH3:13])[cH:8][cH:9][cH:10]1. Reactants: Cl.C(C1=CC=CC=C1)(OC)=N (methyl benzimidate hydrochloride), CNN (methylhydrazine), ClC(=O)C1=CC=C(C(=O)OC)C=C1 (methyl 4-chloroformylbenzoate), N1=CC=CC=C1 (pyridine). Solvent: CO (methanol), O (water). Run at temperature 0 celsius, time 1 hour. The product is CN1N=C(N=C1C1=CC=CC=C1)C1=CC=C(C(=O)OC)C=C1 (methyl 4-(1-methyl-5-phenyl-1H-1,2,4-triazol-3-yl)benzoate). Isolated yield 43.9%. Reaction SMILES: Cl.[C:2](=[NH:11])(OC)[C:3]1[CH:8]=[CH:7][CH:6]=[CH:5][CH:4]=1.[CH3:12][NH:13][NH2:14].Cl[C:16]([C:18]1[CH:27]=[CH:26][C:21]([C:22]([O:24][CH3:25])=[O:23])=[CH:20][CH:19]=1)=O.N1C=CC=CC=1>CO.O>[CH3:12][N:13]1[C:2]([C:3]2[CH:8]=[CH:7][CH:6]=[CH:5][CH:4]=2)=[N:11][C:16]([C:18]2[CH:27]=[CH:26][C:21]([C:22]([O:24][CH3:25])=[O:23])=[CH:20][CH:19]=2)=[N:14]1 |f:0.1|. Procedure details: To a solution (20 ml) of methyl benzimidate hydrochloride (2.00 g) in methanol was added methylhydrazine (0.540 g) at 0° C. This mixture was stirred at 0° C. for 1 hr., and at room temperature for 2 hrs., and concentrated. The residue was washed with ether to give colorless crystals. A mixture of these crystals, methyl 4-chloroformylbenzoate (2.32 g) and pyridine (30 ml) was heated under reflux for 1 hr. and poured into iced water. The crystals were collected by filtration and purified by silica... Starting materials: O=C([O-])[O-], CN(C)C=O, COc1cccc(S(=O)(=O)NC(C)c2ccccc2-c2ccc(Cl)cc2F)c1, [K+], [K+]. Yields the product COc1cccc(S(=O)(=O)N2c3cc(Cl)ccc3-c3ccccc3C2C)c1. Reaction SMILES: [C:29](=[O:30])([O-:31])[O-:32].[CH3:35][N:36]([CH3:37])[CH:38]=[O:39].[Cl:1][c:2]1[cH:3][c:4]([F:28])[c:5](-[c:8]2[c:9]([CH:14]([CH3:15])[NH:16][S:17](=[O:18])(=[O:19])[c:20]3[cH:21][c:22]([O:26][CH3:27])[cH:23][cH:24][cH:25]3)[cH:10][cH:11][cH:12][cH:13]2)[cH:6][cH:7]1.[K+:33].[K+:34]>>[Cl:1][c:2]1[cH:3][c:4]2[c:5]([cH:6][cH:7]1)-[c:8]1[c:9]([cH:10][cH:11][cH:12][cH:13]1)[CH:14]([CH3:15])[N:16]2[S:17](=[O:18])(=[O:19])[c:20]1[cH:21][c:22]([O:26][CH3:27])[cH:23][cH:24][cH:25]1. Starting materials: Cl (hydrochloric acid), C(C)(C)(C)OC(=O)NCC1=NN=C(S1)S (5-Tert-butoxycarbonylaminomethyl-1,3,4-thiadiazole-2-thiol), CC(=O)OCC1=C(N2[C@@H]([C@@H](C2=O)N)SC1)C(=O)O (7-aminocephalosporanic acid), C([O-])(O)=O.[Na+] (sodium bicarbonate). Solvent: CC(=O)C (acetone). Run at time 2 hour. The product is NC1[C@@H]2N(C(=C(CS2)CSC=2SC(=NN2)CNC(=O)OC(C)(C)C)C(=O)O)C1=O (7-amino-3-(5-tert-butoxycarbonylaminomethyl-1,3,4-thiadiazol-2-yl)thiomethyl-3-cephem-4-carboxylic acid). The yield is 56.2%. As a reaction SMILES: [C:1]([O:5][C:6]([NH:8][CH2:9][C:10]1[S:14][C:13]([SH:15])=[N:12][N:11]=1)=[O:7])([CH3:4])([CH3:3])[CH3:2].C(=O)(O)[O-].[Na+].CC(O[CH2:25][C:26]1[CH2:35][S:34][C@@H:29]2[C@H:30]([NH2:33])[C:31](=[O:32])[N:28]2[C:27]=1[C:36]([OH:38])=[O:37])=O.Cl>CC(C)=O>[NH2:33][CH:30]1[C:31](=[O:32])[N:28]2[C:27]([C:36]([OH:38])=[O:37])=[C:26]([CH2:25][S:15][C:13]3[S:14][C:10]([CH2:9][NH:8][C:6]([O:5][C:1]([CH3:4])([CH3:2])[CH3:3])=[O:7])=[N:11][N:12]=3)[CH2:35][S:34][C@H:29]12 |f:1.2|. Procedure details: 5-Tert-butoxycarbonylaminomethyl-1,3,4-thiadiazole-2-thiol (1.24 g.) was dissolved in acetone (10 ml.). The solution was added to the aqueous solution (40 ml.) containing sodium bicarbonate (0.84 g.). The mixed solution was warmed on water bath heating at 70°-75° C. To the solution was added all at once 7-aminocephalosporanic acid (1.35 g.) at 55° C. The mixture was stirred at 65°-70° C. for 2 hrs. and then cooled to 0°-5° C. with ice. The reaction mixture was adjusted to pH 5.0-5.2 with 10% hyd...